From a dataset of the Open Reaction Database (ORD), a public repository of structured organic reaction records. describe an organic reaction: reactants, conditions, products, and yield Starting materials: Cl (HCl), C(C)(=O)C1=CC=CC=C1 (acetophenone), aldehyde, [OH-].[Na+] (NaOH). Run in CO (MeOH). The product is C1(=CC=CC=C1)C=CC(=O)C1=CC=CC=C1 (Chalcone). As a reaction SMILES: [C:1]([C:4]1[CH:9]=[CH:8][CH:7]=[CH:6][CH:5]=1)(=[O:3])[CH3:2].[OH-].[Na+].Cl>CO>[C:4]1([CH:1]=[CH:2][C:1]([C:4]2[CH:9]=[CH:8][CH:7]=[CH:6][CH:5]=2)=[O:3])[CH:9]=[CH:8][CH:7]=[CH:6][CH:5]=1 |f:1.2|. Reported procedure: To a solution of acetophenone (0.05 mol) and aldehyde (0.05 mol) in 150 ml of MeOH was added 2.5 eq of NaOH as pellets. The reaction bottle was placed on a shaker (slightly exothermic reaction) for 24-48 hrs. Then the reaction container was placed in an acetone-ice bath (−5 to 0° C.) and the reaction mixture was quenched with 10.3 ml of 37% aqueous HCl (2.5 eq). Solvent was removed in vacuo and the residue was partitioned between EtOAc and water. The aqueous layer was discarded and the organic l... The reactants are [F-].[Cs+] (CsF), ClC1=CC=C(C=C1)OC (4-chloroanisole), 2, COC1=CC=C(C=C1)B(O)O (4-MeOC6H4B(OH)2), (Me3C)2PH(O). The reagents and catalysts are C=1C=CC(=CC1)/C=C/C(=O)/C=C/C2=CC=CC=C2.C=1C=CC(=CC1)/C=C/C(=O)/C=C/C2=CC=CC=C2.C=1C=CC(=CC1)/C=C/C(=O)/C=C/C2=CC=CC=C2.[Pd].[Pd] (Pd2(dba)3). Solvent: O1CCOCC1 (1,4-dioxane). Reaction conditions: time 24 hour. Product: COC1=CC=C(C=C1)C1=CC=C(C=C1)OC (4-(4-methoxyphenyl)anisole). Isolated yield 99.4%. As a reaction SMILES: Cl[C:2]1[CH:7]=[CH:6][C:5]([O:8][CH3:9])=[CH:4][CH:3]=1.[CH3:10][O:11][C:12]1[CH:17]=[CH:16][C:15](B(O)O)=[CH:14][CH:13]=1.[F-].[Cs+]>O1CCOCC1.C1C=CC(/C=C/C(/C=C/C2C=CC=CC=2)=O)=CC=1.C1C=CC(/C=C/C(/C=C/C2C=CC=CC=2)=O)=CC=1.C1C=CC(/C=C/C(/C=C/C2C=CC=CC=2)=O)=CC=1.[Pd].[Pd]>[CH3:9][O:8][C:5]1[CH:6]=[CH:7][C:2]([C:15]2[CH:16]=[CH:17][C:12]([O:11][CH3:10])=[CH:13][CH:14]=2)=[CH:3][CH:4]=1 |f:2.3,5.6.7.8.9|. Procedure: The general procedure from Example 12 was followed using 4-chloroanisole (143 mg, 1.0 mmol) and 4-MeOC6H4B(OH)2 (228 mg, 1.5 mmol) with Pd2(dba)3 (13.3 mg, 0.0145 mmol) and (Me3C)2PH(O) from Experiment 2 (9.6 mg, 0.058 mmol) and CsF (456 mg, 3.0 mmol) in 3.0 mL of 1,4-dioxane. After 24 h, the reaction mixture was chromatographed with 5% ethyl acetate/hexane to give 213 mg (99% yield) of 4-(4-methoxyphenyl)anisole. It was >95% pure by 1H NMR and GC/MS. 1H NMR (500 MHz, CDCl3): δ 7.38 (d, J=8.68 H... The reactants are CCOC(=O)CC(=O)Nc1ccc(Br)cc1C, CCOC(=O)C1(C(=O)Nc2ccc(Br)cc2C)CC1, O=C([O-])[O-], CN(C)C=O, ClCCBr, Cl, [K+], [K+], [K+], [OH-], O. RXN SMILES: [Br:1][c:2]1[cH:3][cH:4][c:5]([NH:6][C:7](=[O:8])[CH2:9][C:10]([O:11][CH2:12][CH3:13])=[O:14])[c:15]([CH3:16])[cH:17]1.[Br:30][c:31]1[cH:32][c:33]([CH3:48])[c:34]([NH:37][C:38](=[O:39])[C:40]2([C:43](=[O:44])[O:45][CH2:46][CH3:47])[CH2:41][CH2:42]2)[cH:35][cH:36]1.[C:22](=[O:23])([O-:24])[O-:25].[CH3:51][N:52]([CH3:53])[CH:54]=[O:55].[Cl:18][CH2:19][CH2:20][Br:21].[ClH:49].[K+:26].[K+:27].[K+:29].[OH-:28].[OH2:50]>>[Br:30][c:31]1[cH:32][c:33]([CH3:48])[c:34]([NH:37][C:38](=[O:39])[C:40]2([C:43](=[O:44])[OH:45])[CH2:41][CH2:42]2)[cH:35][cH:36]1. Product: Cc1cc(Br)ccc1NC(=O)C1(C(=O)O)CC1. Procedure: Experimental conditions analogous to those described for Step 3 of Example 1, from 67 mg (0.24 mmol) of 3-(5,6-dimethyl-pyridine-2-carbonyl)-1H-quinolin-4-one, 12 mg (0.29 mmol) of 60% sodium hydride, 57 mg (0.29 mmol) of 6-bromomethyl-pyridine-2-carbonitrile and 0.7 mL of N,N-dimethylformamide. Yield: 34 mg of a white solid: LC-MSD, m/z for C24H18N4O2 [M+H]+=395.1; HPLC retention time: 1.0 min. As a reaction SMILES: [CH3:1][C:2]1[CH:3]=[CH:4][C:5]([C:9]([C:11]2[C:20](=[O:21])[C:19]3[C:14](=[CH:15][CH:16]=[CH:17][CH:18]=3)[NH:13][CH:12]=2)=[O:10])=[N:6][C:7]=1[CH3:8].[H-].[Na+].Br[CH2:25][C:26]1[N:31]=[C:30]([C:32]#[N:33])[CH:29]=[CH:28][CH:27]=1>CN(C)C=O>[CH3:1][C:2]1[CH:3]=[CH:4][C:5]([C:9]([C:11]2[C:20](=[O:21])[C:19]3[C:14](=[CH:15][CH:16]=[CH:17][CH:18]=3)[N:13]([CH2:25][C:26]3[N:31]=[C:30]([C:32]#[N:33])[CH:29]=[CH:28][CH:27]=3)[CH:12]=2)=[O:10])=[N:6][C:7]=1[CH3:8] |f:1.2|. The product is CC=1C=CC(=NC1C)C(=O)C1=CN(C2=CC=CC=C2C1=O)CC1=CC=CC(=N1)C#N (6-[3-(5,6-Dimethyl-pyridine-2-carbonyl)-4-oxo-4H-quinolin-1-ylmethyl]-pyridine-2-carbonitrile). Reactants: CC=1C=CC(=NC1C)C(=O)C1=CNC2=CC=CC=C2C1=O (3-(5,6-dimethyl-pyridine-2-carbonyl)-1H-quinolin-4-one), white solid, [H-].[Na+] (sodium hydride), BrCC1=CC=CC(=N1)C#N (6-bromomethyl-pyridine-2-carbonitrile). The solvent is CN(C=O)C (N,N-dimethylformamide). Starting materials: COC(=O)c1ccc(Nc2ccnc3cc(Cl)ccc23)cc1, Cl, Cl, [K+], [OH-], O. Product: O=C(O)c1ccc(Nc2ccnc3cc(Cl)ccc23)cc1. Reaction SMILES: [CH3:2][O:3][C:4]([c:5]1[cH:6][cH:7][c:8]([NH:11][c:12]2[cH:13][cH:14][n:15][c:16]3[cH:17][c:18]([Cl:22])[cH:19][cH:20][c:21]23)[cH:9][cH:10]1)=[O:23].[ClH:1].[ClH:24].[K+:26].[OH-:25].[OH2:27]>>[O:3]=[C:4]([c:5]1[cH:6][cH:7][c:8]([NH:11][c:12]2[cH:13][cH:14][n:15][c:16]3[cH:17][c:18]([Cl:22])[cH:19][cH:20][c:21]23)[cH:9][cH:10]1)[OH:23].